This data is from the Open Reaction Database (ORD), a public repository of structured organic reaction records. The task is: describe an organic reaction: reactants, conditions, products, and yield The reactants are C1CCOC1, CCO, [H][H], N#Cc1ccc(C2CCc3cncn32)c([N+](=O)[O-])c1. The product is N#Cc1ccc(C2CCc3cncn32)c(N)c1. As a reaction SMILES: [CH2:25]1[O:26][CH2:27][CH2:28][CH2:29]1.[CH3:20][CH2:21][OH:22].[H:23][H:24].[cH:1]1[c:2]2[n:3]([cH:4][n:5]1)[CH:6]([c:9]1[c:10]([N+:17]([O-:18])=[O:19])[cH:11][c:12]([C:13]#[N:14])[cH:15][cH:16]1)[CH2:7][CH2:8]2>>[cH:1]1[c:2]2[n:3]([cH:4][n:5]1)[CH:6]([c:9]1[c:10]([NH2:17])[cH:11][c:12]([C:13]#[N:14])[cH:15][cH:16]1)[CH2:7][CH2:8]2.